Dataset: the Open Reaction Database (ORD), a public repository of structured organic reaction records. Task: describe an organic reaction: reactants, conditions, products, and yield Reactants: C(#N)C=1C(=NN(C1N=COC)C)C=1N(C(=CN1)[N+](=O)[O-])C (methyl N-[4-cyano-1-methyl-3-(1-methyl-5-nitro-2-imidazolyl)pyrazol-5-yl]formimidate), CNN (2-methyl hydrazine), CNN (methyl hydrazine), C(#N)C=1C(=NN(C1N=CO)C)C=1N(C(=CN1)[N+](=O)[O-])C (N-[4-cyano-1-methyl-3-(1-methyl-5-nitroimidazol-2-yl)pyrazol-5-yl]formimidic acid). Run in C(C)O (ethanol). Product: CNNC=NC1=C(C(=NN1C)C=1N(C(=CN1)[N+](=O)[O-])C)C#N (N-[4-Cyano-1-methyl-3-(1-methyl-5-nitroimidazol-2-yl)pyrazol-5-yl]formimidic acid, 2-methyl hydrazide). RXN SMILES: [C:1]([C:3]1[C:4]([C:13]2[N:14]([CH3:21])[C:15]([N+:18]([O-:20])=[O:19])=[CH:16][N:17]=2)=[N:5][N:6]([CH3:12])[C:7]=1[N:8]=[CH:9]OC)#[N:2].[CH3:22][NH:23][NH2:24].C(C1C(C2N(C)C([N+]([O-])=O)=CN=2)=NN(C)C=1N=CO)#N>C(O)C>[CH3:22][NH:23][NH:24][CH:9]=[N:8][C:7]1[N:6]([CH3:12])[N:5]=[C:4]([C:13]2[N:14]([CH3:21])[C:15]([N+:18]([O-:20])=[O:19])=[CH:16][N:17]=2)[C:3]=1[C:1]#[N:2]. Procedure details: A mixture of 1.0 g. of methyl N-[4-cyano-1-methyl-3-(1-methyl-5-nitro-2-imidazolyl)pyrazol-5-yl]formimidate, 1 ml. of methyl hydrazine, and 10 ml. of ethanol was stirred at ambient room temperature for about 1 hour. The reaction product mixture was filtered. The solid which was recovered was recrystallized from ethanol to yield product in the form of yellow needles having a melting point of about 232°-234° C. The product was identified by NMR spectrum and elemental analyses as N-[4-cyano-1-methy...